The task is: describe an organic reaction: reactants, conditions, products, and yield. This data is from the Open Reaction Database (ORD), a public repository of structured organic reaction records. The reactants are ClC1=C(C(=O)Cl)C=C(C=C1)I (2-chloro-5-iodobenzoyl chloride), ice water, C[SiH](C)O.C[Si](C)(C)C.C[Si](C)(C)O (PMHS), C[SiH](C)O.C[Si](C)(C)C.C[Si](C)(C)O (PMHS), [Cl-].[Al+3].[Cl-].[Cl-] (Aluminum (III) chloride), C1(=CC=CC=C1)OC (anisole). Run in ClCCl (dichloromethane), O (water), ClCCl (dichloromethane). Run at temperature -3 celsius, time 30 minute. The product is ClC1=C(C=C(C=C1)I)CC1=CC=C(C=C1)OC (1-chloro-4-iodo-2-(4-methoxybenzyl)benzene). The yield is 66.9%. Reaction SMILES: [C:1]1([O:7][CH3:8])[CH:6]=[CH:5][CH:4]=[CH:3][CH:2]=1.[Cl-].[Al+3].[Cl-].[Cl-].[Cl:13][C:14]1[CH:22]=[CH:21][C:20]([I:23])=[CH:19][C:15]=1[C:16](Cl)=O.C[SiH](O)C.C[Si](C)(C)C.C[Si](O)(C)C>ClCCl.O>[Cl:13][C:14]1[CH:22]=[CH:21][C:20]([I:23])=[CH:19][C:15]=1[CH2:16][C:4]1[CH:5]=[CH:6][C:1]([O:7][CH3:8])=[CH:2][CH:3]=1 |f:1.2.3.4,6.7.8|. Reported procedure: A 250 mL of 4-neck flask equipped with an internal thermometer and a condenser were added anisole (5.7 g, 52.0 mmol) and dichloromethane (17 mL) and the mixture was cooled to −3° C. Aluminum (III) chloride (7.4 g, 55.0 mmol) was added to the above solution over 1 h while maintaining the internal temperature below 5° C. After the addition was completed, the mixture was stirred for 30 min at 0˜5° C., and a solution of 2-chloro-5-iodobenzoyl chloride (15.0 g, 0.05 mol) in dichloromethane (15 mL) wa...